This data is from the Open Reaction Database (ORD), a public repository of structured organic reaction records. The task is: describe an organic reaction: reactants, conditions, products, and yield The reactants are C(=O)(O)[O-].[Na+] (NaHCO3), C[Si](C=1SC=CN1)(C)C (2-trimethylsilanyl-thiazole), C(C)OC(CCC(=O)Cl)=O (3-chlorocarbonyl-propionic acid ethyl ester). Solvent: C(Cl)Cl (DCM), C(Cl)Cl (DCM). Conditions: time 8 hour. The product is C(C)OC(CCC(C=1SC=CN1)=O)=O (4-oxo-4-thiazol-2-yl-butyric acid ethyl ester). As a reaction SMILES: C[Si](C)(C)[C:3]1[S:4][CH:5]=[CH:6][N:7]=1.[CH2:10]([O:12][C:13](=[O:19])[CH2:14][CH2:15][C:16](Cl)=[O:17])[CH3:11].C([O-])(O)=O.[Na+]>C(Cl)Cl>[CH2:10]([O:12][C:13](=[O:19])[CH2:14][CH2:15][C:16](=[O:17])[C:3]1[S:4][CH:5]=[CH:6][N:7]=1)[CH3:11] |f:2.3|. Reported procedure: To a stirred solution of 2-trimethylsilanyl-thiazole (2.6 g, 16.53 mmol) in DCM (30 mL) is added a solution of 3-chlorocarbonyl-propionic acid ethyl ester (5.4 g, 32.81 mmol) in DCM (10 mL). The mixture is stirred overnight at room temperature. To the mixture is added 5% NaHCO3 (30 mL) and mixture is stirred at room temperature for 20 minutes. The organic layer is separated and the aqueous lay is extracted with DCM (2×50 mL). The combined organic layers are dried and the solvent removed. The res... As a reaction SMILES: [CH2:1]([CH2:2][CH2:3][CH2:4][CH2:5][CH2:6][CH3:7])[c:8]1[c:9]([CH:10]=[O:11])[cH:12][cH:13][cH:14][cH:15]1.[CH:35]([OH:36])([CH3:37])[CH3:38].[ClH:34].[Na+:33].[OH-:32].[OH2:39].[OH:16][c:17]1[c:18]([C:29]([CH3:30])=[O:31])[cH:19][cH:20][c:21]([O:23][CH2:24][CH:25]=[C:26]([CH3:27])[CH3:28])[cH:22]1>>[CH2:1]([CH2:2][CH2:3][CH2:4][CH2:5][CH2:6][CH3:7])[c:8]1[c:9]([CH:10]=[CH:30][C:29]([c:18]2[c:17]([OH:16])[cH:22][c:21]([O:23][CH2:24][CH:25]=[C:26]([CH3:27])[CH3:28])[cH:20][cH:19]2)=[O:31])[cH:12][cH:13][cH:14][cH:15]1. The product is CCCCCCCc1ccccc1C=CC(=O)c1ccc(OCC=C(C)C)cc1O. Starting materials: CCCCCCCc1ccccc1C=O, CC(C)O, Cl, [Na+], [OH-], O, CC(=O)c1ccc(OCC=C(C)C)cc1O.